Dataset: the Open Reaction Database (ORD), a public repository of structured organic reaction records. Task: describe an organic reaction: reactants, conditions, products, and yield Reactants: ice, ice, S(O)(O)(=O)=O (sulfuric acid), FC1=C(C2=C(N(C(CO2)C)C(C=NO)=O)C=C1)F ((7,8-Difluoro-3-methyl-2,3-dihydro-1,4-benzoxazin-4yl)-oxoacetaldehyde oxime). The solvent is O (water), O (water). Run at temperature 80 celsius. Yields the product FC1=C2OCC(N3C(C(C(C=C1F)=C32)=O)=O)C (6,7-Difluoro-3-methyl-3,4-dihydro-5-oxa-2a-aza-acenaphthylene-1,2-dione). As a reaction SMILES: S(=O)(=O)(O)[OH:2].[F:6][C:7]1[CH:22]=[CH:21][C:10]2[N:11]([C:16](=[O:20])[CH:17]=NO)[CH:12]([CH3:15])[CH2:13][O:14][C:9]=2[C:8]=1[F:23]>O>[F:23][C:8]1[C:7]([F:6])=[CH:22][C:21]2=[C:10]3[C:9]=1[O:14][CH2:13][CH:12]([CH3:15])[N:11]3[C:16](=[O:20])[C:17]2=[O:2]. Procedure details: A solution of 45 mL of 98% sulfuric acid in 18 mL of water is heated to 50° C. to 60° C. and treated portionwise over 30 minutes with 10.5 g (41 mmol) of (7,8-difluoro-3-methyl-2,3-dihydro-1,4-benzoxazin-4-yl)oxoacetaldehyde oxime (Example 29). After the addition is complete, the reaction is heated to 80° C. for 15 minutes and poured onto 200 mL of ice and water. The mixture is stirred until the ice melts and the solid is removed by filtration, washed with water and the wet filter cake is dissol... Reactants: O=C1CNCCN1 (3-oxopiperazine), C(=O)(OC(C)(C)C)N1CC(C1)=O (N-Boc-azetidin-3-one), C(=O)(OC(C)(C)C)N1CC(C1)=O (N-Boc-azetidin-3-one), [BH-](OC(=O)C)(OC(=O)C)OC(=O)C.[Na+] (Na(OAc)3BH), [BH-](OC(=O)C)(OC(=O)C)OC(=O)C.[Na+] (Na(OAc)3BH). Solvent: ClCCCl (1,2-dichloroethane), CC(=O)O (HOAc). Run at time 8 hour. The product is C(C)(C)(C)OC(=O)N1CC(C1)N1CC(NCC1)=O (3-(3-Oxo-piperazin-1-yl)-azetidine-1-carboxylic acid tert-butyl ester). Isolated yield 68.9%. As a reaction SMILES: [O:1]=[C:2]1[NH:7][CH2:6][CH2:5][NH:4][CH2:3]1.[C:8]([N:15]1[CH2:18][C:17](=O)[CH2:16]1)([O:10][C:11]([CH3:14])([CH3:13])[CH3:12])=[O:9].[BH-](OC(C)=O)(OC(C)=O)OC(C)=O.[Na+]>ClCCCl.CC(O)=O>[C:11]([O:10][C:8]([N:15]1[CH2:18][CH:17]([N:4]2[CH2:5][CH2:6][NH:7][C:2](=[O:1])[CH2:3]2)[CH2:16]1)=[O:9])([CH3:14])([CH3:12])[CH3:13] |f:2.3|. Procedure details: To a mixture of 3-oxopiperazine 4a (490 mg, 4.89 mmol) and N-Boc-azetidin-3-one 1a (922 mg, 5.38 mmol) in 1,2-dichloroethane (10 mL) and HOAc (0.5 mL) was added Na(OAc)3BH (1141, 5.38 mmol). The reaction was stirred at room temperature overnight. Additional 1a (335 mg, 1.96 mmol) and Na(OAc)3BH (415 mg, 1.96 mmol) was added. The reaction was stirred for another 24 h before it was quenched with aq. NaHCO3. The resulting mixture was extracted with CH2Cl2. The organic solution was dried over Na2SO4... The reactants are N(=[N+]=[N-])[C@@H]1C(NC[C@@H](CC1)C1=CC=CC=C1)=O (3(S*)-azido-6(S*)-phenylperhydroazepin-2-one), BrCC(=O)OC(C)(C)C (t-butyl bromoacetate), [H-].[Na+] (sodium hydride). Product: N(=[N+]=[N-])[C@@H]1C(N(C[C@@H](CC1)C1=CC=CC=C1)CC(=O)OC(C)(C)C)=O (t-Butyl α-[3(S*)-azido-2-oxo-6(S*)-phenylperhydroazepin-1-yl]acetate). As a reaction SMILES: [N:1]([C@H:4]1[CH2:10][CH2:9][C@@H:8]([C:11]2[CH:16]=[CH:15][CH:14]=[CH:13][CH:12]=2)[CH2:7][NH:6][C:5]1=[O:17])=[N+:2]=[N-:3].Br[CH2:19][C:20]([O:22][C:23]([CH3:26])([CH3:25])[CH3:24])=[O:21].[H-].[Na+]>>[N:1]([C@H:4]1[CH2:10][CH2:9][C@@H:8]([C:11]2[CH:16]=[CH:15][CH:14]=[CH:13][CH:12]=2)[CH2:7][N:6]([CH2:19][C:20]([O:22][C:23]([CH3:26])([CH3:25])[CH3:24])=[O:21])[C:5]1=[O:17])=[N+:2]=[N-:3] |f:2.3|. Procedure: Using a similar procedure to that described in Example 1(h), 1.21 g of 3(S*)-azido-6(S*)-phenylperhydroazepin-2-one (Isomer B) [prepared as described in Example 1(g)], 1 ml of t-butyl bromoacetate and 252 mg of sodium hydride (as a 55% w/w dispersion in mineral oil) afforded 1.9 g of the title compound as a syrup. Starting materials: FC=1C=C(C=C(C1)F)CC(=O)N[C@@H](C)C(=O)O (N-(3,5-difluorophenylacetyl)-L-alanine), solid, Cl.C(C)(C)(C)OC([C@@H](N)CC(C)C)=O (L-leucine ter-butyl ester hydrochloride). Solvent: CO.C(Cl)Cl (MeOH methylene chloride). Yields the product C(C)(C)(C)OC([C@@H](NC([C@@H](NC(CC1=CC(=CC(=C1)F)F)=O)C)=O)CC(C)C)=O (N-[N-(3,5-Difluorophenylacetyl)-L-alaninyl]-L-leucine tert-Butyl Ester). RXN SMILES: [F:1][C:2]1[CH:3]=[C:4]([CH2:9][C:10]([NH:12][C@H:13]([C:15]([OH:17])=O)[CH3:14])=[O:11])[CH:5]=[C:6]([F:8])[CH:7]=1.Cl.[C:19]([O:23][C:24](=[O:31])[C@H:25]([CH2:27][CH:28]([CH3:30])[CH3:29])[NH2:26])([CH3:22])([CH3:21])[CH3:20]>CO.C(Cl)Cl>[C:19]([O:23][C:24](=[O:31])[C@H:25]([CH2:27][CH:28]([CH3:29])[CH3:30])[NH:26][C:15](=[O:17])[C@H:13]([CH3:14])[NH:12][C:10](=[O:11])[CH2:9][C:4]1[CH:5]=[C:6]([F:8])[CH:7]=[C:2]([F:1])[CH:3]=1)([CH3:22])([CH3:21])[CH3:20] |f:1.2,3.4|. Procedure details: Following General Procedure B and using N-(3,5-difluorophenylacetyl)-L-alanine (from Example B2 above) and L-leucine ter-butyl ester hydrochloride (Bachem), the title compound was prepared as a solid (mp=128° C.). The reaction was monitored by tlc (Rf=0.85 in 5% MeOH/methylene chloride) and the product was purified by flash column chromatography using 5% MeOH/methylene chloride as the eluent. Reactants: CC(CC1=CC=CC=C1)NCCC#N.Cl (Dicel), CCCCCC (hexane), C(C)(C)(C)OC(=O)NCCC1CCC2=C1C=1N(C=C2)N=C(C1C(=O)OCC)C (Ethyl 9-{2-[(tert-butoxycarbonyl)amino]ethyl}-2-methyl-8,9-dihydro-7H-cyclopenta[c]pyrazolo[1,5-a]pyridine-1-carboxylate). Solvent: CCCCCC.C(C)O (hexane ethanol), CCCCCC.C(C)O (hexane ethanol). The product is C(C)(C)(C)OC(=O)NCC[C@@H]1CCC2=C1C=1N(C=C2)N=C(C1C(=O)OCC)C (ethyl (9S)-9-{2-[(tert-butoxycarbonyl)amino]ethyl}-2-methyl-8,9-dihydro-7H-cyclopenta[c]pyrazolo[1,5-a]pyridine-1-carboxylate). The yield is 48.7%. RXN SMILES: [C:1]([O:5][C:6]([NH:8][CH2:9][CH2:10][CH:11]1[C:15]2[C:16]3[N:17]([N:20]=[C:21]([CH3:28])[C:22]=3[C:23]([O:25][CH2:26][CH3:27])=[O:24])[CH:18]=[CH:19][C:14]=2[CH2:13][CH2:12]1)=[O:7])([CH3:4])([CH3:3])[CH3:2].CC(NCCC#N)CC1C=CC=CC=1.Cl.CCCCCC>CCCCCC.C(O)C>[C:1]([O:5][C:6]([NH:8][CH2:9][CH2:10][C@H:11]1[C:15]2[C:16]3[N:17]([N:20]=[C:21]([CH3:28])[C:22]=3[C:23]([O:25][CH2:26][CH3:27])=[O:24])[CH:18]=[CH:19][C:14]=2[CH2:13][CH2:12]1)=[O:7])([CH3:3])([CH3:2])[CH3:4] |f:1.2,4.5|. Procedure details: Ethyl 9-{2-[(tert-butoxycarbonyl)amino]ethyl}-2-methyl-8,9-dihydro-7H-cyclopenta[c]pyrazolo[1,5-a]pyridine-1-carboxylate (300 mg) was fractionated by high performance liquid chromatography (instrument: Prep LC 2000 (manufactured by Nihon Waters K.K.), column: CHIRALPAK AD (50 mm ID×500 mm L, manufactured by Dicel Chemical Industries, Ltd.), mobile phase: A) hexane 100%, B) hexane/ethanol=70/30, mixing ratio: A/B=80/20, flow rate: 60 mL/min, column temperature: 30° C., sample concentration: 10 mg...